From a dataset of the Open Reaction Database (ORD), a public repository of structured organic reaction records. describe an organic reaction: reactants, conditions, products, and yield Reactants: CC(C)I, CS(=O)(=O)c1cccc2c1Sc1ccc(O)cc1N2. Product: CC(C)Oc1ccc2c(c1)Nc1cccc(S(C)(=O)=O)c1S2. As a reaction SMILES: [I:1][CH:2]([CH3:3])[CH3:4].[OH:5][c:6]1[cH:7][c:8]2[c:17]([cH:18][cH:19]1)[S:16][c:15]1[c:10]([cH:11][cH:12][cH:13][c:14]1[S:20](=[O:21])(=[O:22])[CH3:23])[NH:9]2>>[CH:2]([CH3:3])([CH3:4])[O:5][c:6]1[cH:7][c:8]2[c:17]([cH:18][cH:19]1)[S:16][c:15]1[c:10]([cH:11][cH:12][cH:13][c:14]1[S:20](=[O:21])(=[O:22])[CH3:23])[NH:9]2. The solvent is C1CCOC1 (THF). The product is NC(C1=CC=C(C#N)C=C1)(C1=CN=CN1C)C=1C=C2C(=CC(N(C2=CC1)C)=O)C1=CC(=CC=C1)Cl (4-[amino[4-(3-chlorophenyl)-1,2-dihydro-1-methyl-2-oxo-6quinolinyl](1-methyl-1H-imidazol-5-yl)methyl]-benzonitrile). Procedure: NH3/iPrOH (6 ml) was added dropwise at 5° C. to a solution of 4-[chloro[4-(3-chlorophenyl)-1,2-dihydro-1-methyl-2-oxo-6-quinolinyl](1-methyl-1H-imidazol-5-yl)methyl]-benzonitrile (0.00121 mol), (obtained in stage c), in THF (7 ml). The mixture was stirred at room temperature for 4 hours, poured out into water and extracted with EtOAc. The organic layer was separated, dried (MgSO4), filtered, and the solvent was evaporated. The residue was purified by column chromatography over silica gel (eluent... Reaction SMILES: [NH3:1].CC(O)C.Cl[C:7]([C:22]1[CH:23]=[C:24]2[C:29](=[CH:30][CH:31]=1)[N:28]([CH3:32])[C:27](=[O:33])[CH:26]=[C:25]2[C:34]1[CH:39]=[CH:38][CH:37]=[C:36]([Cl:40])[CH:35]=1)([C:16]1[N:20]([CH3:21])[CH:19]=[N:18][CH:17]=1)[C:8]1[CH:15]=[CH:14][C:11]([C:12]#[N:13])=[CH:10][CH:9]=1.O>C1COCC1>[NH2:1][C:7]([C:22]1[CH:23]=[C:24]2[C:29](=[CH:30][CH:31]=1)[N:28]([CH3:32])[C:27](=[O:33])[CH:26]=[C:25]2[C:34]1[CH:39]=[CH:38][CH:37]=[C:36]([Cl:40])[CH:35]=1)([C:16]1[N:20]([CH3:21])[CH:19]=[N:18][CH:17]=1)[C:8]1[CH:15]=[CH:14][C:11]([C:12]#[N:13])=[CH:10][CH:9]=1 |f:0.1|. Reaction conditions: time 4 hour. Isolated yield 22.0%. Starting materials: N.CC(C)O (NH3 iPrOH), ClC(C1=CC=C(C#N)C=C1)(C1=CN=CN1C)C=1C=C2C(=CC(N(C2=CC1)C)=O)C1=CC(=CC=C1)Cl (4-[chloro[4-(3-chlorophenyl)-1,2-dihydro-1-methyl-2-oxo-6-quinolinyl](1-methyl-1H-imidazol-5-yl)methyl]-benzonitrile), O (water). The reactants are ClCCl, CC(C)(C)OC(=O)Cn1cc(C(N)=O)c(Nc2ccc(I)cc2F)cc1=O, O=C(O)C(F)(F)F. The product is NC(=O)c1cn(CC(=O)O)c(=O)cc1Nc1ccc(I)cc1F. Reaction SMILES: [Cl:28][CH2:29][Cl:30].[NH2:1][C:2](=[O:3])[c:4]1[c:5]([NH:19][c:20]2[c:21]([F:27])[cH:22][c:23]([I:26])[cH:24][cH:25]2)[cH:6][c:7](=[O:18])[n:8]([CH2:10][C:11](=[O:12])[O:13][C:14]([CH3:15])([CH3:16])[CH3:17])[cH:9]1.[OH:31][C:32]([C:33]([F:34])([F:35])[F:36])=[O:37]>>[NH2:1][C:2](=[O:3])[c:4]1[c:5]([NH:19][c:20]2[c:21]([F:27])[cH:22][c:23]([I:26])[cH:24][cH:25]2)[cH:6][c:7](=[O:18])[n:8]([CH2:10][C:11](=[O:12])[OH:13])[cH:9]1. Reactants: BrB(Br)Br, ClCCl, COc1ccc(-c2coc(CCl)n2)cc1. The product is Oc1ccc(-c2coc(CCl)n2)cc1. RXN SMILES: [B:16]([Br:17])([Br:18])[Br:19].[CH2:20]([Cl:21])[Cl:22].[Cl:1][CH2:2][c:3]1[o:4][cH:5][c:6](-[c:8]2[cH:9][cH:10][c:11]([O:14][CH3:15])[cH:12][cH:13]2)[n:7]1>>[Cl:1][CH2:2][c:3]1[o:4][cH:5][c:6](-[c:8]2[cH:9][cH:10][c:11]([OH:14])[cH:12][cH:13]2)[n:7]1.